Dataset: the Open Reaction Database (ORD), a public repository of structured organic reaction records. Task: describe an organic reaction: reactants, conditions, products, and yield Starting materials: C1CC(NC2CCC3=C(C12)C=CC=C3)=O (hexahydrobenzo[f]quinolin-3-one), N (ammonia), C1(=CC=CC=C1)CC(=O)O (phenylacetic acid), CN (methylamine). Run in COCCOCCOC (diglyme), C(CO)O (ethylene glycol). Run at time 7 hour. Yields the product CN1C(CCC2(C3=C(CC=C12)C=CC=C3)C)=O (4-methyl-10b-methyl-1,2,3,4,6,10b-hexahydrobenzo[f]quinolin-3-one), CN1C(CC[C@]2(C3=C(CC[C@H]12)C=CC=C3)C)=O (trans-4-methyl-10b-methyl-1,2,3,4,4a,5,6,10b-octahydrobenzo[f]quinolin-3-one). RXN SMILES: [C:1]1([CH2:7][C:8](O)=O)[CH:6]=[CH:5][CH:4]=[CH:3][CH:2]=1.[CH3:11][NH2:12].N.[CH2:14]1[CH:23]2[CH:18]([CH2:19][CH2:20][C:21]3[CH:27]=[CH:26][CH:25]=[CH:24][C:22]=32)[NH:17][C:16](=[O:28])[CH2:15]1>C(O)CO.COCCOCCOC>[CH3:11][N:17]1[C:18]2[C:7]([CH3:8])([C:1]3[CH:2]=[CH:3][CH:4]=[CH:5][C:6]=3[CH2:22][CH:23]=2)[CH2:14][CH2:15][C:16]1=[O:28].[CH3:11][N:12]1[C@@H:18]2[C@:23]([CH3:1])([C:22]3[CH:24]=[CH:25][CH:26]=[CH:27][C:21]=3[CH2:20][CH2:19]2)[CH2:14][CH2:15][C:16]1=[O:28]. Reported procedure: By following the procedures described in Example 40, Steps A, B, C, D, E and F using phenylacetic acid as the starting material and in Step F using methylamine rather than ammonia and diglyme rather than ethylene glycol, the compound 4-methyl-10b-methyl-1,2,3,4,6,10b-hexahydrobenzo[f]quinolin-3-one was prepared. This hexahydrobenzo[f]quinolin-3-one was hydrogenated by following the procedures described in Example 22 except that the reaction was carried out at 60° C. over 7 hours. The reaction mi... Reactants: 2b, C(C)(C)(C)OC(=O)N1C[C@]2(CC3=C(C=C2CC1)N(N=C3)C3=CC=C(C=C3)F)COC ((R)-1-(4-fluorophenyl)-4a-methoxymethyl-1,4,4a,5,7,8-hexahydro-1,2,6-triazacyclopenta[b]naphthalene-6-carboxylic acid tert-butyl ester), ClC1=CC=C(C=N1)S(=O)(=O)Cl (6-chloropyridine-3-sulfonyl chloride). Yields the product ClC1=CC=C(C=N1)S(=O)(=O)N1C[C@]2(CC3=C(C=C2CC1)N(N=C3)C3=CC=C(C=C3)F)COC ((R)-6-(6-Chloropyridine-3-sulfonyl)-1-(4-fluorophenyl)-4a-methoxymethyl-4,4a,5,6,7,8-hexahydro-1H-1,2,6-triaza-cyclopenta[b]naphthalene). RXN SMILES: C(OC([N:8]1[CH2:17][CH2:16][C:15]2[C@:10]([CH2:28][O:29][CH3:30])([CH2:11][C:12]3[CH:20]=[N:19][N:18]([C:21]4[CH:26]=[CH:25][C:24]([F:27])=[CH:23][CH:22]=4)[C:13]=3[CH:14]=2)[CH2:9]1)=O)(C)(C)C.[Cl:31][C:32]1[N:37]=[CH:36][C:35]([S:38](Cl)(=[O:40])=[O:39])=[CH:34][CH:33]=1>>[Cl:31][C:32]1[N:37]=[CH:36][C:35]([S:38]([N:8]2[CH2:17][CH2:16][C:15]3[C@:10]([CH2:28][O:29][CH3:30])([CH2:11][C:12]4[CH:20]=[N:19][N:18]([C:21]5[CH:22]=[CH:23][C:24]([F:27])=[CH:25][CH:26]=5)[C:13]=4[CH:14]=3)[CH2:9]2)(=[O:40])=[O:39])=[CH:34][CH:33]=1. Reported procedure: The title compound was prepared by the method of Preparation 2b using (R)-1-(4-fluorophenyl)-4a-methoxymethyl-1,4,4a,5,7,8-hexahydro-1,2,6-triazacyclopenta[b]naphthalene-6-carboxylic acid tert-butyl ester and 6-chloropyridine-3-sulfonyl chloride. LCMS (Method B): 489 (M+H)+, Retention time 3.9 minutes. Starting materials: CC#N, [O-][Cl+3]([O-])([O-])[O-], [Li+], NC1CCCCC1, O=C(OCc1ccccc1)N1CCC2(CC1)CO2. Yields the product O=C(OCc1ccccc1)N1CCC(O)(CNC2CCCCC2)CC1. RXN SMILES: [CH3:32][C:33]#[N:34].[Cl+3:26]([O-:27])([O-:28])([O-:29])[O-:30].[Li+:31].[NH2:19][CH:20]1[CH2:21][CH2:22][CH2:23][CH2:24][CH2:25]1.[O:1]1[CH2:2][C:3]12[CH2:4][CH2:5][N:6]([C:9](=[O:10])[O:11][CH2:12][c:13]1[cH:14][cH:15][cH:16][cH:17][cH:18]1)[CH2:7][CH2:8]2>>[OH:1][C:3]1([CH2:2][NH:19][CH:20]2[CH2:21][CH2:22][CH2:23][CH2:24][CH2:25]2)[CH2:4][CH2:5][N:6]([C:9](=[O:10])[O:11][CH2:12][c:13]2[cH:14][cH:15][cH:16][cH:17][cH:18]2)[CH2:7][CH2:8]1. Reactants: resultant mixture, Cl (HCl), C[C@H]1CN(CCN1)C(=O)OC(C)(C)C (1,1-dimethylethyl(3S)-3-methyl-1-piperazinecarboxylate), CCN(C(C)C)C(C)C (DIPEA), FC(OC1=CC=C(C=C1)S(=O)(=O)Cl)(F)F (4-[(trifluoromethyl)oxy]benzenesulfonyl chloride). Run in ClCCl (dichloromethane), ClCCl (dichloromethane). Yields the product C[C@H]1CN(CCN1S(=O)(=O)C1=CC=C(C=C1)OC(F)(F)F)C(=O)OC(C)(C)C (1,1-dimethylethyl(3S)-3-methyl-4-({4-[(trifluoromethyl)oxy]phenyl}sulfonyl)-1-piperazinecarboxylate). The yield is 90.9%. RXN SMILES: [CH3:1][C@@H:2]1[NH:7][CH2:6][CH2:5][N:4]([C:8]([O:10][C:11]([CH3:14])([CH3:13])[CH3:12])=[O:9])[CH2:3]1.CCN(C(C)C)C(C)C.[F:24][C:25]([F:38])([F:37])[O:26][C:27]1[CH:32]=[CH:31][C:30]([S:33](Cl)(=[O:35])=[O:34])=[CH:29][CH:28]=1.Cl>ClCCl>[CH3:1][C@@H:2]1[N:7]([S:33]([C:30]2[CH:29]=[CH:28][C:27]([O:26][C:25]([F:24])([F:37])[F:38])=[CH:32][CH:31]=2)(=[O:35])=[O:34])[CH2:6][CH2:5][N:4]([C:8]([O:10][C:11]([CH3:13])([CH3:12])[CH3:14])=[O:9])[CH2:3]1. Reported procedure: To a solution of 1,1-dimethylethyl(3S)-3-methyl-1-piperazinecarboxylate (500 mg, 2.497 mmol) in dichloromethane (20 ml) was added DIPEA (0.654 ml, 3.74 mmol) and then portionwise addition of 4-[(trifluoromethyl)oxy]benzenesulfonyl chloride (0.445 ml, 2.62 mmol) at room temperature and the resultant mixture stirred under an atmosphere of argon for 16 hours. The reaction was worked up by the addition of 1M HCl solution (75 mL) and dichloromethane (75 mL), the layers were separated and the organic ... Reactants: C=CCNC(=O)c1ccc([N+](=O)[O-])cc1, OCCS. Product: O=C(NCCCSCCO)c1ccc([N+](=O)[O-])cc1. As a reaction SMILES: [N+:5](=[O:6])([O-:7])[c:8]1[cH:9][cH:10][c:11]([C:12](=[O:13])[NH:14][CH2:15][CH:16]=[CH2:17])[cH:18][cH:19]1.[OH:1][CH2:2][CH2:3][SH:4]>>[OH:1][CH2:2][CH2:3][S:4][CH2:17][CH2:16][CH2:15][NH:14][C:12]([c:11]1[cH:10][cH:9][c:8]([N+:5](=[O:6])[O-:7])[cH:19][cH:18]1)=[O:13]. The reactants are CCO, [Na+], [OH-], OC1CCNCC1, Clc1nc(-c2ccccc2)nc2ccccc12. The product is OC1CCN(c2nc(-c3ccccc3)nc3ccccc23)CC1. As a reaction SMILES: [CH2:27]([OH:28])[CH3:29].[Na+:26].[OH-:25].[OH:18][CH:19]1[CH2:20][CH2:21][NH:22][CH2:23][CH2:24]1.[c:1]1(-[c:7]2[n:8][c:9]3[cH:10][cH:11][cH:12][cH:13][c:14]3[c:15]([Cl:17])[n:16]2)[cH:2][cH:3][cH:4][cH:5][cH:6]1>>[c:1]1(-[c:7]2[n:8][c:9]3[cH:10][cH:11][cH:12][cH:13][c:14]3[c:15]([N:22]3[CH2:21][CH2:20][CH:19]([OH:18])[CH2:24][CH2:23]3)[n:16]2)[cH:2][cH:3][cH:4][cH:5][cH:6]1.